From a dataset of the Open Reaction Database (ORD), a public repository of structured organic reaction records. describe an organic reaction: reactants, conditions, products, and yield Starting materials: [Br-], CC(=O)OC1C(NC(=O)c2ccc([N+](=O)[O-])cc2)c2sc(C(C)=O)cc2OC1(C)C, CO, [K+], [Na+], [OH-], O. The product is CC(=O)c1cc2c(s1)C(NC(=O)c1ccc([N+](=O)[O-])cc1)C(O)C(C)(C)O2. As a reaction SMILES: [Br-:34].[C:1](=[O:2])([CH3:3])[O:4][CH:5]1[C:6]([CH3:29])([CH3:30])[O:7][c:8]2[c:9]([s:23][c:24]([C:26]([CH3:27])=[O:28])[cH:25]2)[CH:10]1[NH:11][C:12]([c:13]1[cH:14][cH:15][c:16]([N+:19](=[O:20])[O-:21])[cH:17][cH:18]1)=[O:22].[CH3:36][OH:37].[K+:35].[Na+:32].[OH-:31].[OH2:33]>>[OH:4][CH:5]1[C:6]([CH3:29])([CH3:30])[O:7][c:8]2[c:9]([s:23][c:24]([C:26]([CH3:27])=[O:28])[cH:25]2)[CH:10]1[NH:11][C:12]([c:13]1[cH:14][cH:15][c:16]([N+:19](=[O:20])[O-:21])[cH:17][cH:18]1)=[O:22].